From a dataset of the Open Reaction Database (ORD), a public repository of structured organic reaction records. describe an organic reaction: reactants, conditions, products, and yield The reactants are [BH3-]C#N, CO, NCC1CCCC1, [Na+], O=Cc1ccc(Oc2ccccc2)cc1. The product is c1ccc(Oc2ccc(CNCC3CCCC3)cc2)cc1. As a reaction SMILES: [C:23]([BH3-:24])#[N:25].[CH3:27][OH:28].[CH:16]1([CH2:21][NH2:22])[CH2:17][CH2:18][CH2:19][CH2:20]1.[Na+:26].[O:1]([c:2]1[cH:3][cH:4][cH:5][cH:6][cH:7]1)[c:8]1[cH:9][cH:10][c:11]([CH:12]=[O:13])[cH:14][cH:15]1>>[O:1]([c:2]1[cH:3][cH:4][cH:5][cH:6][cH:7]1)[c:8]1[cH:9][cH:10][c:11]([CH2:12][NH:22][CH2:21][CH:16]2[CH2:17][CH2:18][CH2:19][CH2:20]2)[cH:14][cH:15]1. The reactants are Cl (HCl), NC1=NC(=C2N=CN(C2=N1)COCCO)N (2-Amino-9-(2-hydroxyethoxymethyl)adenine), CCOCC (ether). Run in C(C)O (ethanol). Product: Cl.NC1=NC(=C2N=CN(C2=N1)COCCO)N (2-amino-9-(2-hydroxyethoxymethyl)adenine hydrochloride). The yield is 74.0%. RXN SMILES: [NH2:1][C:2]1[N:10]=[C:9]2[C:5]([N:6]=[CH:7][N:8]2[CH2:11][O:12][CH2:13][CH2:14][OH:15])=[C:4]([NH2:16])[N:3]=1.[ClH:17].CCOCC>C(O)C>[ClH:17].[NH2:1][C:2]1[N:10]=[C:9]2[C:5]([N:6]=[CH:7][N:8]2[CH2:11][O:12][CH2:13][CH2:14][OH:15])=[C:4]([NH2:16])[N:3]=1 |f:4.5|. Reported procedure: 2-Amino-9-(2-hydroxyethoxymethyl)adenine (0.25g) was dissolved in hot ethanol (50ml) and the solution cooled in an ice bath. To the cool solution was added sufficient HCl-saturated ethanol to give a pH of 1.0. Dry ether (50ml) was then added and the mixture thoroughly chilled. The resulting flesh-colored solid was removed by filtration and washed with cold ethanol. Recrystallization from methanol yielded 2-amino-9-(2-hydroxyethoxymethyl)adenine hydrochloride (0.21g., 74% of theoretical), m.p. 20... The reactants are C(=O)(OC)COC1=CC=C(C=C1)CC(C)=O (1-(4-carbomethoxymethoxyphenyl)propan-2-one), OC(CN)C1=CC(=CC=C1)C(F)(F)F (2-hydroxy-2-(3-trifluoromethylphenyl) ethanamine). The product is C(=O)(OC)COC1=CC=C(C=C1)CC(C)NCC(C1=CC(=CC=C1)C(F)(F)F)O (N-[2-(4-Carbomethoxymethoxyphenyl)-1-methylethyl]-2-hydroxy-2-(3-trifluoromethylphenyl) ethanamine). As a reaction SMILES: [C:1]([CH2:5][O:6][C:7]1[CH:12]=[CH:11][C:10]([CH2:13][C:14](=O)[CH3:15])=[CH:9][CH:8]=1)([O:3][CH3:4])=[O:2].[OH:17][CH:18]([C:21]1[CH:26]=[CH:25][CH:24]=[C:23]([C:27]([F:30])([F:29])[F:28])[CH:22]=1)[CH2:19][NH2:20]>>[C:1]([CH2:5][O:6][C:7]1[CH:12]=[CH:11][C:10]([CH2:13][CH:14]([NH:20][CH2:19][CH:18]([OH:17])[C:21]2[CH:26]=[CH:25][CH:24]=[C:23]([C:27]([F:29])([F:30])[F:28])[CH:22]=2)[CH3:15])=[CH:9][CH:8]=1)([O:3][CH3:4])=[O:2]. Procedure: The compound was prepared as in Example 5 from 1-(4-carbomethoxymethoxyphenyl)propan-2-one (2.22 g) and 2-hydroxy-2-(3-trifluoromethylphenyl) ethanamine (2.05 g). The compound crystallised from hexane m.p. 70°-85° as a 1:1 mixture of diastereoisomers. The product is ClC1=C(OC2=C(C=C(C(=O)NC3=CC=CC=C3)C=C2NS(=O)(=O)C2=CC=C(C=C2)C(F)(F)F)OCCO)C=C(C=C1)OC (4-(2-chloro-5-methoxy-phenoxy)-3-(2-hydroxy-ethoxy)-N-phenyl-5-(4-trifluoromethyl-benzenesulphonylamino)-benzamide). Reported procedure: Analogously to Example 74, by condensing 4-(2-chloro-5-methoxy-phenoxy)-3-(2-hydroxy-ethoxy)-5-(4-trifluoromethyl-benzenesulphonylamino)-benzoic acid with aniline there was obtained 4-(2-chloro-5-methoxy-phenoxy)-3-(2-hydroxy-ethoxy)-N-phenyl-5-(4-trifluoromethyl-benzenesulphonylamino)-benzamide. Reaction SMILES: [Cl:1][C:2]1[CH:35]=[CH:34][C:33]([O:36][CH3:37])=[CH:32][C:3]=1[O:4][C:5]1[C:13]([NH:14][S:15]([C:18]2[CH:23]=[CH:22][C:21]([C:24]([F:27])([F:26])[F:25])=[CH:20][CH:19]=2)(=[O:17])=[O:16])=[CH:12][C:8]([C:9]([OH:11])=O)=[CH:7][C:6]=1[O:28][CH2:29][CH2:30][OH:31].[NH2:38][C:39]1[CH:44]=[CH:43][CH:42]=[CH:41][CH:40]=1>>[Cl:1][C:2]1[CH:35]=[CH:34][C:33]([O:36][CH3:37])=[CH:32][C:3]=1[O:4][C:5]1[C:13]([NH:14][S:15]([C:18]2[CH:23]=[CH:22][C:21]([C:24]([F:26])([F:25])[F:27])=[CH:20][CH:19]=2)(=[O:16])=[O:17])=[CH:12][C:8]([C:9]([NH:38][C:39]2[CH:44]=[CH:43][CH:42]=[CH:41][CH:40]=2)=[O:11])=[CH:7][C:6]=1[O:28][CH2:29][CH2:30][OH:31]. Starting materials: ClC1=C(OC2=C(C=C(C(=O)O)C=C2NS(=O)(=O)C2=CC=C(C=C2)C(F)(F)F)OCCO)C=C(C=C1)OC (4-(2-chloro-5-methoxy-phenoxy)-3-(2-hydroxy-ethoxy)-5-(4-trifluoromethyl-benzenesulphonylamino)-benzoic acid), NC1=CC=CC=C1 (aniline). Starting materials: C(C)OP(OCC)[O-] (Diethylphosphite), [H-].[Na+] (sodium hydride), C1(=CC=CC=C1)OC(Cl)Cl (dichloromethyl phenyl ether). Run in O (water), CN(C=O)C (dimethylformamide). Conditions: temperature 0 celsius, time 15 minute. Product: O(C1=CC=CC=C1)C(P(OCC)(OCC)=O)P(OCC)(OCC)=O (Tetraethyl (phenoxymethylene)-bisphosphonate). RXN SMILES: [CH2:1]([O:3][P:4]([O-:8])[O:5][CH2:6][CH3:7])[CH3:2].[H-].[Na+].[C:11]1([O:17][CH:18](Cl)Cl)[CH:16]=[CH:15][CH:14]=[CH:13][CH:12]=1>CN(C)C=O.O>[O:17]([CH:18]([P:4](=[O:8])([O:5][CH2:6][CH3:7])[O:3][CH2:1][CH3:2])[P:4](=[O:8])([O:5][CH2:6][CH3:7])[O:3][CH2:1][CH3:2])[C:11]1[CH:16]=[CH:15][CH:14]=[CH:13][CH:12]=1 |f:1.2|. Procedure: Diethylphosphite (20.6 ml) was added dropwise at 20° C. to a stirred suspension of 55% sodium hydride (6.24 g) in dimethylformamide (90 ml). After stirring for a further 15 minutes, the mixture was cooled to 0° C., and dichloromethyl phenyl ether (9.27 g) was added dropwise. Stirring was continued overnight at 45° C., and the mixture was cooled in ice, diluted with water, neutralized and extracted with ethyl acetate. The organic phase was washed repeatedly with water, dried and evaporated in vac... Reactants: [Br-], C[Mg+], CCOCC, O=Cc1cc(Cl)cc2c1OCO2. Yields the product CC(O)c1cc(Cl)cc2c1OCO2. Reaction SMILES: [Br-:13].[CH3:14][Mg+:15].[CH3:16][CH2:17][O:18][CH2:19][CH3:20].[Cl:1][c:2]1[cH:3][c:4]([CH:11]=[O:12])[c:5]2[c:6]([cH:10]1)[O:7][CH2:8][O:9]2>>[Cl:1][c:2]1[cH:3][c:4]([CH:11]([OH:12])[CH3:14])[c:5]2[c:6]([cH:10]1)[O:7][CH2:8][O:9]2.